Dataset: the Open Reaction Database (ORD), a public repository of structured organic reaction records. Task: describe an organic reaction: reactants, conditions, products, and yield The reactants are C1(=CC=CC=C1)C1=NC2=CC(=CC=C2C=N1)B1OC(C(O1)(C)C)(C)C (2-phenyl-7-(4,4,5,5-tetramethyl-1,3,2-dioxaborolan-2-yl)quinazoline), C1(CCC1)N1C=C(C2=C1N=CN=C2N)I (7-cyclobutyl-5-iodo-7H-pyrrolo[2,3-d]pyrimidin-4-amine), C(=O)([O-])[O-].[Na+].[Na+] (Na2CO3). Reagents/catalysts: C=1C=CC(=CC1)[P](C=2C=CC=CC2)(C=3C=CC=CC3)[Pd]([P](C=4C=CC=CC4)(C=5C=CC=CC5)C=6C=CC=CC6)([P](C=7C=CC=CC7)(C=8C=CC=CC8)C=9C=CC=CC9)[P](C=1C=CC=CC1)(C=1C=CC=CC1)C=1C=CC=CC1 (Pd(PPh3)4). Conditions: temperature 80 celsius. The product is C1(CCC1)N1C=C(C2=C1N=CN=C2N)C2=CC=C1C=NC(=NC1=C2)C2=CC=CC=C2 (7-Cyclobutyl-5-(2-phenylquinazolin-7-yl)-7H-pyrrolo[2,3-d]pyrimidin-4-amine). RXN SMILES: [C:1]1([C:7]2[N:16]=[CH:15][C:14]3[C:9](=[CH:10][C:11](B4OC(C)(C)C(C)(C)O4)=[CH:12][CH:13]=3)[N:8]=2)[CH:6]=[CH:5][CH:4]=[CH:3][CH:2]=1.[CH:26]1([N:30]2[C:34]3[N:35]=[CH:36][N:37]=[C:38]([NH2:39])[C:33]=3[C:32](I)=[CH:31]2)[CH2:29][CH2:28][CH2:27]1.C([O-])([O-])=O.[Na+].[Na+]>C1C=CC([P]([Pd]([P](C2C=CC=CC=2)(C2C=CC=CC=2)C2C=CC=CC=2)([P](C2C=CC=CC=2)(C2C=CC=CC=2)C2C=CC=CC=2)[P](C2C=CC=CC=2)(C2C=CC=CC=2)C2C=CC=CC=2)(C2C=CC=CC=2)C2C=CC=CC=2)=CC=1>[CH:26]1([N:30]2[C:34]3[N:35]=[CH:36][N:37]=[C:38]([NH2:39])[C:33]=3[C:32]([C:11]3[CH:10]=[C:9]4[C:14]([CH:15]=[N:16][C:7]([C:1]5[CH:2]=[CH:3][CH:4]=[CH:5][CH:6]=5)=[N:8]4)=[CH:13][CH:12]=3)=[CH:31]2)[CH2:27][CH2:28][CH2:29]1 |f:2.3.4,^1:50,52,71,90|. Procedure details: A flask equipped with a reflux condenser was charged with 2-phenyl-7-(4,4,5,5-tetramethyl-1,3,2-dioxaborolan-2-yl)quinazoline (67 mg, 0.20 mmol), 7-cyclobutyl-5-iodo-7H-pyrrolo[2,3-d]pyrimidin-4-amine (64 mg, 0.20 mmol) and Na2CO3 (56 mg, 0.51 mmol). The reaction setup was evacuated and refilled with Ar (3×). Pd(PPh3)4 (24 mg, 0.021 mmol) was added swiftly minimizing exposure to air and the system was evacuated and refilled with Ar (3×) again. Degassed solvent mixture H2O-DMF (1:5 v/v, 5 mL) was... Starting materials: C(C)OC=1C=C(C=CC1C(=O)OCC)CC(=O)O (3-ethoxy-4-ethoxycarbonyl phenyl acetic acid), B(O)(O)O (boric acid), CC(C[C@@H](C1=C(C=CC=C1)N1CCCCC1)N)C ((S)-3-methyl-1-(2-piperidinophenyl)-1-butylamine). The solvent is C1(=CC=CC=C1)C (toluene). Conditions: temperature 27.5 celsius, time 1 hour. The product is C(C)OC1=C(C(=O)OCC)C=CC(=C1)CC(=O)N[C@@H](CC(C)C)C1=C(C=CC=C1)N1CCCCC1 (Ethyl (S)-2-ethoxy-4-[N-(1-(2-piperidino-phenyl)-3-methyl-1-butyl)-aminocarbonyl methyl]-benzoate). Yield: 73.3%. RXN SMILES: [CH3:1][CH:2]([CH3:18])[CH2:3][C@H:4]([NH2:17])[C:5]1[CH:10]=[CH:9][CH:8]=[CH:7][C:6]=1[N:11]1[CH2:16][CH2:15][CH2:14][CH2:13][CH2:12]1.[CH2:19]([O:21][C:22]1[CH:23]=[C:24]([CH2:33][C:34](O)=[O:35])[CH:25]=[CH:26][C:27]=1[C:28]([O:30][CH2:31][CH3:32])=[O:29])[CH3:20].B(O)(O)O>C1(C)C=CC=CC=1>[CH2:19]([O:21][C:22]1[CH:23]=[C:24]([CH2:33][C:34]([NH:17][C@H:4]([C:5]2[CH:10]=[CH:9][CH:8]=[CH:7][C:6]=2[N:11]2[CH2:16][CH2:15][CH2:14][CH2:13][CH2:12]2)[CH2:3][CH:2]([CH3:18])[CH3:1])=[O:35])[CH:25]=[CH:26][C:27]=1[C:28]([O:30][CH2:31][CH3:32])=[O:29])[CH3:20]. Procedure: In a round bottom flask fitted with a dean stark condenser, (S)-3-methyl-1-(2-piperidinophenyl)-1-butylamine (10 g, 0.0406 mol) was dissolved in toluene (100 ml), followed by the addition of 3-ethoxy-4-ethoxycarbonyl phenyl acetic acid (10.26 g, 0.0407 mol) and boric acid (0.26 g, 0.0042 mol). The reaction mixture was refluxed for 16-18 hours. The resulting mass was then cooled to 25-30° C. followed by filtration. The filtrate was washed with water and 1.0% sodium bicarbonate solution followed b... Reactants: CCO, CCOC(C)=O, O=[N+]([O-])c1ccc(-c2nc(Nc3n[nH]c4c(F)cc(F)cc34)c3ccccc3n2)c(Cl)c1, O, O, Cl[Sn](Cl)(Cl)Cl. Product: Nc1ccc(-c2nc(Nc3n[nH]c4c(F)cc(F)cc34)c3ccccc3n2)c(Cl)c1. RXN SMILES: [CH3:40][CH2:41][OH:42].[CH3:43][CH2:44][O:45][C:46]([CH3:47])=[O:48].[Cl:1][c:2]1[c:3](-[c:11]2[n:12][c:13]3[cH:14][cH:15][cH:16][cH:17][c:18]3[c:19]([NH:21][c:22]3[n:23][nH:24][c:25]4[c:26]([F:32])[cH:27][c:28]([F:31])[cH:29][c:30]34)[n:20]2)[cH:4][cH:5][c:6]([N+:8]([O-:9])=[O:10])[cH:7]1.[OH2:33].[OH2:34].[Sn:35]([Cl:36])([Cl:37])([Cl:38])[Cl:39]>>[Cl:1][c:2]1[c:3](-[c:11]2[n:12][c:13]3[cH:14][cH:15][cH:16][cH:17][c:18]3[c:19]([NH:21][c:22]3[n:23][nH:24][c:25]4[c:26]([F:32])[cH:27][c:28]([F:31])[cH:29][c:30]34)[n:20]2)[cH:4][cH:5][c:6]([NH2:8])[cH:7]1. Reactants: BrC1=CN=CC2=CC=CC=C12 (4-bromoisoquinoline), Cl (HCl), C[Mg]Br (methyl magnesium bromide), C(C)OCC (diethyl ether). The reagents and catalysts are Cl[Ni]1([P](CCC[P](C2=CC=CC=C2)1C3=CC=CC=C3)(C4=CC=CC=C4)C5=CC=CC=C5)Cl ([1,3-Bis(diphenylphosphino)propane]nickel(II)chloride). The solvent is C1CCOC1 (THF). Reaction conditions: time 18 hour. The product is CC1=CN=CC2=CC=CC=C12 (4-methylisoquinoline). Isolated yield 78.0%. Reaction SMILES: Br[C:2]1[C:11]2[C:6](=[CH:7][CH:8]=[CH:9][CH:10]=2)[CH:5]=[N:4][CH:3]=1.[CH3:12][Mg]Br.C(OCC)C.Cl>C1COCC1.Cl[Ni]1(Cl)[P](C2C=CC=CC=2)(C2C=CC=CC=2)CCC[P]1(C1C=CC=CC=1)C1C=CC=CC=1>[CH3:12][C:2]1[C:11]2[C:6](=[CH:7][CH:8]=[CH:9][CH:10]=2)[CH:5]=[N:4][CH:3]=1 |^1:28,44|. Reported procedure: To a solution of 4-bromoisoquinoline (1 g, 4.81 mmol) in THF (20 ml) was added [1,3-Bis(diphenylphosphino)propane]nickel(II)chloride (0.026 g, 0.048 mmol) followed by methyl magnesium bromide in diethyl ether (1.923 ml, 5.77 mmol) at room temperature. The reaction mass was stirred at the same temperature for 18 h. The reaction mixture was acidified with 1N HCl and extracted with ethyl acetate. The organic layer was dried over anhydrous sodium sulfate, filtered and evaporated under reduced pressu... The reactants are [C-]#N.[Na+] (NaCN), [OH-].[NH4+] (ammonium hydroxide), BrC1=C(C=CC(=C1)C)C (2-Bromo-1,4-dimethylbenzene), CNCCNC (N,N′-dimethylethylenediamine). Yields the product CC1=C(C#N)C=C(C=C1)C (2,5-Dimethylbenzonitrile). Reaction SMILES: [C-]#N.[Na+].Br[C:5]1[CH:10]=[C:9]([CH3:11])[CH:8]=[CH:7][C:6]=1[CH3:12].[CH3:13][NH:14]CCNC.[OH-].[NH4+]>[Cu]I.O.C(OCC)(=O)C.C1(C)C=CC=CC=1>[CH3:12][C:6]1[CH:7]=[CH:8][C:9]([CH3:11])=[CH:10][C:5]=1[C:13]#[N:14] |f:0.1,4.5|. Run in O (water), C(C)(=O)OCC (ethyl acetate), C1(=CC=CC=C1)C (toluene). Conditions: temperature 110 celsius, time 24 hour. The reagents and catalysts are [Cu]I (CuI). Procedure details: An oven dried screw cap test tube was charged with NaCN (93 mg, 1.898 mmol), dried KI (52 mg, 0.313 mmol, 20 mol %) and CuI (30 mg, 0.158 mmol, 10 mol %), evacuated and backfilled with argon three times. 2-Bromo-1,4-dimethylbenzene (215 μL, 1.557 mmol), N,N′-dimethylethylenediamine (165 μL, 1.549 mmol) and anhydrous toluene (1 mL) were added under argon. The tube was sealed and the reaction mixture was stirred magnetically at 110° C. for 24 h. The resulting yellow suspension was cooled to room t... The reactants are ClC1=CC(=C(CN2N=CC3=CC(=CC=C23)C=C2C(N=C(S2)SC)=O)C=C1)C(F)(F)F (5-[1-(4-chloro-2-trifluoromethyl-benzyl)-1H-indazol-5-ylmethylene]-2-methylsulfanyl-thiazol-4-one), N1(CCNCC1)CCO (2-piperazin-1-yl-ethanol). Procedure details: 5-[1-(4-Chloro-2-trifluoromethyl-benzyl)-1H-indazol-5-ylmethylene]-2-[4-(2-hydroxy-ethyl)-piperazin-1-yl]-thiazol-4-one was prepared from 5-[1-(4-chloro-2-trifluoromethyl-benzyl)-1H-indazol-5-ylmethylene]-2-methylsulfanyl-thiazol-4-one and 2-piperazin-1-yl-ethanol following General Procedure C. Product: ClC1=CC(=C(CN2N=CC3=CC(=CC=C23)C=C2C(N=C(S2)N2CCN(CC2)CCO)=O)C=C1)C(F)(F)F (5-[1-(4-Chloro-2-trifluoromethyl-benzyl)-1H-indazol-5-ylmethylene]-2-[4-(2-hydroxy-ethyl)-piperazin-1-yl]-thiazol-4-one). As a reaction SMILES: [Cl:1][C:2]1[CH:26]=[CH:25][C:5]([CH2:6][N:7]2[C:15]3[C:10](=[CH:11][C:12]([CH:16]=[C:17]4[S:21][C:20](SC)=[N:19][C:18]4=[O:24])=[CH:13][CH:14]=3)[CH:9]=[N:8]2)=[C:4]([C:27]([F:30])([F:29])[F:28])[CH:3]=1.[N:31]1([CH2:37][CH2:38][OH:39])[CH2:36][CH2:35][NH:34][CH2:33][CH2:32]1>>[Cl:1][C:2]1[CH:26]=[CH:25][C:5]([CH2:6][N:7]2[C:15]3[C:10](=[CH:11][C:12]([CH:16]=[C:17]4[S:21][C:20]([N:34]5[CH2:35][CH2:36][N:31]([CH2:37][CH2:38][OH:39])[CH2:32][CH2:33]5)=[N:19][C:18]4=[O:24])=[CH:13][CH:14]=3)[CH:9]=[N:8]2)=[C:4]([C:27]([F:28])([F:29])[F:30])[CH:3]=1. The reactants are O=C1CCN(CC1)C(=O)OCC1=CC=CC=C1 (Benzyl 4-oxo-1-piperidinecarboxylate), C(C)(C)(C)OC(=O)NN (tert-butyl-1-hydrazinecarboxylate), C(C)(=O)O[BH-](OC(C)=O)OC(C)=O.[Na+] (sodium triacetoxyborohydride). The solvent is ClCCl.C(C)(=O)O (dichloromethane acetic acid). Yields the product C(C)(C)(C)OC(=O)NNC1CCN(CC1)C(=O)OCC1=CC=CC=C1 (Benzyl 4-[2-(tert-butoxycarbonyl)hydrazino]-1-piperidinecarboxylate). Reaction SMILES: O=[C:2]1[CH2:7][CH2:6][N:5]([C:8]([O:10][CH2:11][C:12]2[CH:17]=[CH:16][CH:15]=[CH:14][CH:13]=2)=[O:9])[CH2:4][CH2:3]1.[C:18]([O:22][C:23]([NH:25][NH2:26])=[O:24])([CH3:21])([CH3:20])[CH3:19].C(O[BH-](OC(=O)C)OC(=O)C)(=O)C.[Na+]>ClCCl.C(O)(=O)C>[C:18]([O:22][C:23]([NH:25][NH:26][CH:2]1[CH2:7][CH2:6][N:5]([C:8]([O:10][CH2:11][C:12]2[CH:17]=[CH:16][CH:15]=[CH:14][CH:13]=2)=[O:9])[CH2:4][CH2:3]1)=[O:24])([CH3:21])([CH3:20])[CH3:19] |f:2.3,4.5|. Reported procedure: Benzyl 4-oxo-1-piperidinecarboxylate (10.0 g, 42.9 mmol), tert-butyl-1-hydrazinecarboxylate (5.70 g, 42.9 mmol) and sodium triacetoxyborohydride (13.6 g, 64.1 mmol) were stirred together for 4 hours at room temperature in dichloromethane/acetic acid (40 ml, 10% solution). The solvents were evaporated under reduced pressure. The residue was basified with saturated sodium carbonate solution and extracted with ethyl acetate. The combined organic solutions were dried (MgSO4), filtered and evaporated...